This data is from the Open Reaction Database (ORD), a public repository of structured organic reaction records. The task is: describe an organic reaction: reactants, conditions, products, and yield Starting materials: FC(C=1C=C(CN2C(=O)NC(=O)C=N2)C=CC1)(F)F (1-(3'-trifluoromethylbenzyl)-6-aza uracil), O (water). The reagents and catalysts are [Zn] (zinc). The solvent is C(C)(=O)O (acetic acid). Product: FC(C=1C=C(CN2NCC(NC2=O)=O)C=CC1)(F)F (2-(3'-trifluoromethylbenzyl)-hexahydro-1,2,4-triazine-3,5-dione). Yield: 49.6%. Reaction SMILES: O.[F:2][C:3]([F:20])([F:19])[C:4]1[CH:5]=[C:6]([CH:16]=[CH:17][CH:18]=1)[CH2:7][N:8]1[N:15]=[CH:14][C:12](=[O:13])[NH:11][C:9]1=[O:10]>[Zn].C(O)(=O)C>[F:19][C:3]([F:2])([F:20])[C:4]1[CH:5]=[C:6]([CH:16]=[CH:17][CH:18]=1)[CH2:7][N:8]1[C:9](=[O:10])[NH:11][C:12](=[O:13])[CH2:14][NH:15]1. Procedure: A 1 liter three-necked flask equipped with a mechanical stirrer was charged with 300 ml of water and 60 ml of glacial acetic acid. 3 g of 1-(3'-trifluoromethylbenzyl)-6-aza uracil was added in one portion followed by the addition of 3.3 g of zinc powder in small portions. After the addition was terminated the mixture was stirred vigorously and refluxed for 36 hours after which the mixture was cooled in ice and filtered. The crystals obtained were recrystallized from iso-propanol to give 1.5 g (5... Reported procedure: To a stirred solution of 3-{4-[5-(3,4-dimethylphenylcarbamoyl)-1H-benzoimidazol-2-yl]-3,5-dimethylphenyl}-propionic acid tert-butyl ester (120 mg) in MeOH (5 mL) was added 1N NaOH solution (5 mL). The mixture was stirred at room temperature for 18 h then the aqueous layer was carefully acidified to pH=2-3 with 1N HCl. The resulting suspension was filtered, washed with water and dried to give 3-{4-[5-(3,4-dimethylphenylcarbamoyl)-1H-benzoimidazol-2-yl]-3,5-dimethylphenyl}-propionic acid as red so... As a reaction SMILES: C([O:5][C:6](=[O:37])[CH2:7][CH2:8][C:9]1[CH:14]=[C:13]([CH3:15])[C:12]([C:16]2[NH:20][C:19]3[CH:21]=[CH:22][C:23]([C:25](=[O:35])[NH:26][C:27]4[CH:32]=[CH:31][C:30]([CH3:33])=[C:29]([CH3:34])[CH:28]=4)=[CH:24][C:18]=3[N:17]=2)=[C:11]([CH3:36])[CH:10]=1)(C)(C)C.[OH-].[Na+].Cl>CO>[CH3:34][C:29]1[CH:28]=[C:27]([NH:26][C:25]([C:23]2[CH:22]=[CH:21][C:19]3[NH:20][C:16]([C:12]4[C:11]([CH3:36])=[CH:10][C:9]([CH2:8][CH2:7][C:6]([OH:37])=[O:5])=[CH:14][C:13]=4[CH3:15])=[N:17][C:18]=3[CH:24]=2)=[O:35])[CH:32]=[CH:31][C:30]=1[CH3:33] |f:1.2|. The solvent is CO (MeOH). Reactants: C(C)(C)(C)OC(CCC1=CC(=C(C(=C1)C)C1=NC2=C(N1)C=CC(=C2)C(NC2=CC(=C(C=C2)C)C)=O)C)=O (3-{4-[5-(3,4-dimethylphenylcarbamoyl)-1H-benzoimidazol-2-yl]-3,5-dimethylphenyl}-propionic acid tert-butyl ester), [OH-].[Na+] (NaOH), Cl (HCl). Reaction conditions: time 18 hour. The product is CC=1C=C(C=CC1C)NC(=O)C1=CC2=C(NC(=N2)C2=C(C=C(C=C2C)CCC(=O)O)C)C=C1 (3-{4-[5-(3,4-dimethylphenylcarbamoyl)-1H-benzoimidazol-2-yl]-3,5-dimethylphenyl}-propionic acid).